Dataset: the Open Reaction Database (ORD), a public repository of structured organic reaction records. Task: describe an organic reaction: reactants, conditions, products, and yield Reactants: O=C1CCCCC1n1nc(-c2c(-c3ccccc3)nn3ccccc23)ccc1=O, C1CCOC1. Product: O=c1ccc(-c2c(-c3ccccc3)nn3ccccc23)nn1C1CCCCC1O. Reaction SMILES: [O:1]=[C:2]1[CH:3]([n:8]2[n:9][c:10](-[c:15]3[c:16](-[c:24]4[cH:25][cH:26][cH:27][cH:28][cH:29]4)[n:17][n:18]4[c:19]3[cH:20][cH:21][cH:22][cH:23]4)[cH:11][cH:12][c:13]2=[O:14])[CH2:4][CH2:5][CH2:6][CH2:7]1.[O:30]1[CH2:31][CH2:32][CH2:33][CH2:34]1>>[OH:1][CH:2]1[CH:3]([n:8]2[n:9][c:10](-[c:15]3[c:16](-[c:24]4[cH:25][cH:26][cH:27][cH:28][cH:29]4)[n:17][n:18]4[c:19]3[cH:20][cH:21][cH:22][cH:23]4)[cH:11][cH:12][c:13]2=[O:14])[CH2:4][CH2:5][CH2:6][CH2:7]1. Reactants: C(C)OC(=O)C=1C=CC2=C(N=C(O2)S)C1 (5-ethoxycarbonyl-2-mercaptobenzoxazole), [H-].[Na+] (sodium hydride), C(C)(C)(C)OC(=O)CNCCCCl (3-tert-butoxycarbonylmethylaminopropyl chloride), C(C)(=O)OCC (Ethyl acetate). Solvent: CN(C)C=O (DMF), CN(C)C=O (DMF). Reaction conditions: temperature 60 celsius, time 30 minute. The product is C(C)(C)(C)OC(=O)CNCCCSC=1OC2=C(N1)C=C(C=C2)C(=O)OCC (2-(3-tert-Butoxycarbonylmethylaminopropylsulfanyl)-5-ethoxycarbonylbenzoxazole). The yield is 50.2%. RXN SMILES: [CH2:1]([O:3][C:4]([C:6]1[CH:7]=[CH:8][C:9]2[O:13][C:12]([SH:14])=[N:11][C:10]=2[CH:15]=1)=[O:5])[CH3:2].[H-].[Na+].[C:18]([O:22][C:23]([CH2:25][NH:26][CH2:27][CH2:28][CH2:29]Cl)=[O:24])([CH3:21])([CH3:20])[CH3:19].C(OCC)(=O)C>CN(C=O)C>[C:18]([O:22][C:23]([CH2:25][NH:26][CH2:27][CH2:28][CH2:29][S:14][C:12]1[O:13][C:9]2[CH:8]=[CH:7][C:6]([C:4]([O:3][CH2:1][CH3:2])=[O:5])=[CH:15][C:10]=2[N:11]=1)=[O:24])([CH3:21])([CH3:20])[CH3:19] |f:1.2|. Reported procedure: To a solution of 5-ethoxycarbonyl-2-mercaptobenzoxazole (670 mg) in DMF was added 60% sodium hydride (126 mg) in oil under ice-cooling, and the mixture was stirred for 30 minutes. A solution of 3-tert-butoxycarbonylmethylaminopropyl chloride (623 mg) in DMF was added to the reaction mixture, and the mixture was stirred with heating at 60° C. for 18 hours. Ethyl acetate was added to the reaction mixture, and the organic layer was washed with water and dried over anhydrous sodium sulfate. The orga... The reactants are O (water), S(O)(O)(=O)=O (sulfuric acid), mercuric sulfate, O (water), mercuric sulfate, mercuric sulfate, ice water, OC(C#C)(C)C1=CC=CC=C1 (3-hydroxy-3-phenyl-1-butyne), acetylenic. The solvent is CO (methanol), CO (methanol). Reaction conditions: temperature 55 celsius, time 1 hour. Product: OC(C(C)=O)(C)C1=CC=CC=C1 (3-Hydroxy-3-phenyl-2-butanone). Reaction SMILES: [OH2:1].S(=O)(=O)(O)O.[OH:7][C:8]([C:12]1[CH:17]=[CH:16][CH:15]=[CH:14][CH:13]=1)([CH3:11])[C:9]#[CH:10]>CO>[OH:7][C:8]([C:12]1[CH:17]=[CH:16][CH:15]=[CH:14][CH:13]=1)([CH3:11])[C:9](=[O:1])[CH3:10]. Reported procedure: The title compound is prepared by using a modified method of G. F. Hennion and B. R. Fleck, J. Amer. Chem. Soc., 77,3258(1955). To a mixture of methanol(5 ml), water (0.2 ml), sulfuric acid (100 mg), and mercuric sulfate (100 mg) is added at 55° C. a solution of 3-hydroxy-3-phenyl-1-butyne (2 g) in 90% aqueous methanol (5 ml) over a period of 90 min. The reaction is slightly exothermic, and the inside temperature is maintained at 55°-57° C. During the reaction time, 50 mg of mercuric sulfate is ... Starting materials: CSc1nc(N2CCOCC2)c2sc(CN3CCN(S(C)(=O)=O)CC3)cc2n1, CCCC[Sn](CCCC)(CCCC)c1cnc(NC)nc1, COCCOC, CCOC(C)=O, CSC, [Cu]Br, c1ccc(P(c2ccccc2)(c2ccccc2)[Pd](P(c2ccccc2)(c2ccccc2)c2ccccc2)(P(c2ccccc2)(c2ccccc2)c2ccccc2)P(c2ccccc2)(c2ccccc2)c2ccccc2)cc1. Product: CNc1ncc(-c2nc(N3CCOCC3)c3sc(CN4CCN(S(C)(=O)=O)CC4)cc3n2)cn1. Reaction SMILES: [CH3:1][S:2](=[O:3])(=[O:4])[N:5]1[CH2:6][CH2:7][N:8]([CH2:11][c:12]2[cH:13][c:14]3[n:15][c:16]([S:27][CH3:28])[n:17][c:18]([N:21]4[CH2:22][CH2:23][O:24][CH2:25][CH2:26]4)[c:19]3[s:20]2)[CH2:9][CH2:10]1.[CH3:29][NH:30][c:31]1[n:32][cH:33][c:34]([Sn:37]([CH2:38][CH2:39][CH2:40][CH3:41])([CH2:42][CH2:43][CH2:44][CH3:45])[CH2:46][CH2:47][CH2:48][CH3:49])[cH:35][n:36]1.[CH3:50][O:51][CH2:52][CH2:53][O:54][CH3:55].[CH3:56][CH2:57][O:58][C:59](=[O:60])[CH3:61].[CH3:62][S:63][CH3:64].[Cu:65][Br:66].[cH:67]1[cH:68][cH:69][c:70]([P:71]([Pd:72]([P:73]([c:74]2[cH:75][cH:76][cH:77][cH:78][cH:79]2)([c:80]2[cH:81][cH:82][cH:83][cH:84][cH:85]2)[c:86]2[cH:87][cH:88][cH:89][cH:90][cH:91]2)([P:92]([c:93]2[cH:94][cH:95][cH:96][cH:97][cH:98]2)([c:99]2[cH:100][cH:101][cH:102][cH:103][cH:104]2)[c:105]2[cH:106][cH:107][cH:108][cH:109][cH:110]2)[P:111]([c:112]2[cH:113][cH:114][cH:115][cH:116][cH:117]2)([c:118]2[cH:119][cH:120][cH:121][cH:122][cH:123]2)[c:124]2[cH:125][cH:126][cH:127][cH:128][cH:129]2)([c:130]2[cH:131][cH:132][cH:133][cH:134][cH:135]2)[c:136]2[cH:137][cH:138][cH:139][cH:140][cH:141]2)[cH:142][cH:143]1>>[CH3:1][S:2](=[O:3])(=[O:4])[N:5]1[CH2:6][CH2:7][N:8]([CH2:11][c:12]2[cH:13][c:14]3[n:15][c:16](-[c:34]4[cH:33][n:32][c:31]([NH:30][CH3:29])[n:36][cH:35]4)[n:17][c:18]([N:21]4[CH2:22][CH2:23][O:24][CH2:25][CH2:26]4)[c:19]3[s:20]2)[CH2:9][CH2:10]1. The reactants are NC=1C=CC(=C(C1)O)C (5-amino-2-methylphenol), C(O)([O-])=O.[Na+] (sodium hydrogencarbonate), C(#N)C1(CC1)C=1C=C(C(=O)O)C=CC1 (3-(1-cyanocyclopropyl)benzoic acid), C(C(=O)Cl)(=O)Cl (oxalyl chloride). The solvent is O (water), CN(C=O)C (N,N-dimethylformamide), O1CCCC1 (tetrahydrofuran). The product is C(#N)C1(CC1)C=1C=C(C(=O)NC2=CC(=C(C=C2)C)O)C=CC1 (3-(1-cyanocyclopropyl)-N-(3-hydroxy-4-methylphenyl)benzamide). The yield is 87.5%. As a reaction SMILES: [NH2:1][C:2]1[CH:3]=[CH:4][C:5]([CH3:9])=[C:6]([OH:8])[CH:7]=1.[C:10]([C:12]1([C:15]2[CH:16]=[C:17]([CH:21]=[CH:22][CH:23]=2)[C:18](O)=[O:19])[CH2:14][CH2:13]1)#[N:11].C(Cl)(=O)C(Cl)=O.C(=O)([O-])O.[Na+]>O.O1CCCC1.CN(C)C=O>[C:10]([C:12]1([C:15]2[CH:16]=[C:17]([CH:21]=[CH:22][CH:23]=2)[C:18]([NH:1][C:2]2[CH:3]=[CH:4][C:5]([CH3:9])=[C:6]([OH:8])[CH:7]=2)=[O:19])[CH2:13][CH2:14]1)#[N:11] |f:3.4|. Reported procedure: Using 5-amino-2-methylphenol (6.00 g, 48.5 mmol), 3-(1-cyanocyclopropyl)benzoic acid (6.00 g, 48.5 mmol) produced in Example A1(iii), oxalyl chloride (6.40 mL, 73.0 mmol), N,N-dimethylformamide (40 μL), tetrahydrofuran (250 mL), sodium hydrogencarbonate (6.20 g, 73.0 mmol) and water (60 mL) as starting materials, and in the same manner as in Example A32(i), the title compound (12.4 g, 87%) was obtained as a white powder. The title compound was washed with a mixed solvent of ethyl acetate and hex... Reactants: O=C1CCC(=O)N1Br, CC(=O)c1ccc(OCc2ccccc2)cc1OCc1ccccc1, CN(C)C=O, O. Yields the product CC(=O)c1cc(Br)c(OCc2ccccc2)cc1OCc1ccccc1. As a reaction SMILES: [Br:26][N:27]1[C:28](=[O:29])[CH2:30][CH2:31][C:32]1=[O:33].[CH2:1]([c:2]1[cH:3][cH:4][cH:5][cH:6][cH:7]1)[O:8][c:9]1[c:10]([C:23]([CH3:24])=[O:25])[cH:11][cH:12][c:13]([O:15][CH2:16][c:17]2[cH:18][cH:19][cH:20][cH:21][cH:22]2)[cH:14]1.[O:35]=[CH:36][N:37]([CH3:38])[CH3:39].[OH2:34]>>[CH2:1]([c:2]1[cH:3][cH:4][cH:5][cH:6][cH:7]1)[O:8][c:9]1[c:10]([C:23]([CH3:24])=[O:25])[cH:11][c:12]([Br:26])[c:13]([O:15][CH2:16][c:17]2[cH:18][cH:19][cH:20][cH:21][cH:22]2)[cH:14]1. The reactants are C1C(CC2=CC=CC=C12)=O (2-indanone), O1CCOC2=C1C=CC(=C2)N (2,3-dihydro-benzo[1,4]dioxin-6-ylamine), [BH-](OC(=O)C)(OC(=O)C)OC(=O)C.[Na+] (Na(OAc)3BH), CC(=O)O (AcOH). The solvent is C(C)(=O)OCC (ethyl acetate), ClCCCl (DCE). Run at time 8 hour. Product: O1CCOC2=C1C=CC(=C2)NC2CC1=CC=CC=C1C2 (N-2,3-Dihydro-benzo[1,4]dioxin-6-yl-N-indan-2-ylamine). Reaction SMILES: [CH2:1]1[C:9]2[C:4](=[CH:5][CH:6]=[CH:7][CH:8]=2)[CH2:3][C:2]1=O.[O:11]1[C:16]2[CH:17]=[CH:18][C:19]([NH2:21])=[CH:20][C:15]=2[O:14][CH2:13][CH2:12]1.[BH-](OC(C)=O)(OC(C)=O)OC(C)=O.[Na+].CC(O)=O>ClCCCl.C(OCC)(=O)C>[O:11]1[C:16]2[CH:17]=[CH:18][C:19]([NH:21][CH:2]3[CH2:3][C:4]4[C:9](=[CH:8][CH:7]=[CH:6][CH:5]=4)[CH2:1]3)=[CH:20][C:15]=2[O:14][CH2:13][CH2:12]1 |f:2.3|. Reported procedure: To a stirred solution of 2-indanone (2 g, 15.1 mmol) in DCE (50 mL) were added 2,3-dihydro-benzo[1,4]dioxin-6-ylamine (2.28 g, 15.1 mmol), Na(OAc)3BH (4.81 g, 22.6 mmol), AcOH (1.8 mL) successively at 0° C. and the mixture was stirred overnight at rt. The reaction mixture was dissolved in ethyl acetate and was washed with 1N NaOH, water and brine. The solution was dried over Na2SO4, filtered and concentrated. The crude material was purified by Combiflash® chromatography eluting with 9-10% ethyl ... Reactants: O=C(Cl)c1ccccc1, COc1ccccc1CN, Cc1ccccc1, ClCCl, [Na+], [Na+], O=C([O-])[O-], O. The product is COc1ccccc1CNC(=O)c1ccccc1. Reaction SMILES: [C:24]([c:25]1[cH:26][cH:27][cH:28][cH:29][cH:30]1)(=[O:31])[Cl:32].[CH3:14][O:15][c:16]1[c:17]([CH2:18][NH2:19])[cH:20][cH:21][cH:22][cH:23]1.[CH3:7][c:8]1[cH:9][cH:10][cH:11][cH:12][cH:13]1.[Cl:34][CH2:35][Cl:36].[Na+:1].[Na+:2].[O-:3][C:4](=[O:5])[O-:6].[OH2:33]>>[CH3:14][O:15][c:16]1[c:17]([CH2:18][NH:19][C:24]([c:25]2[cH:26][cH:27][cH:28][cH:29][cH:30]2)=[O:31])[cH:20][cH:21][cH:22][cH:23]1. Starting materials: CC(C)(C)c1nc(N2CCN(CCCCl)CC2)cc(C(F)(F)F)n1, CC(C)c1nnc(S)n1C. The product is CC(C)c1nnc(SCCCN2CCN(c3cc(C(F)(F)F)nc(C(C)(C)C)n3)CC2)n1C, Cl. RXN SMILES: [C:11]([CH3:12])([CH3:13])([CH3:14])[c:15]1[n:16][c:17]([C:31]([F:32])([F:33])[F:34])[cH:18][c:19]([N:21]2[CH2:22][CH2:23][N:24]([CH2:27][CH2:28][CH2:29][Cl:30])[CH2:25][CH2:26]2)[n:20]1.[CH3:1][n:2]1[c:3]([SH:10])[n:4][n:5][c:6]1[CH:7]([CH3:8])[CH3:9]>>[CH3:1][n:2]1[c:3]([S:10][CH2:29][CH2:28][CH2:27][N:24]2[CH2:23][CH2:22][N:21]([c:19]3[cH:18][c:17]([C:31]([F:32])([F:33])[F:34])[n:16][c:15]([C:11]([CH3:12])([CH3:13])[CH3:14])[n:20]3)[CH2:26][CH2:25]2)[n:4][n:5][c:6]1[CH:7]([CH3:8])[CH3:9].[ClH:30].